Dataset: the Open Reaction Database (ORD), a public repository of structured organic reaction records. Task: describe an organic reaction: reactants, conditions, products, and yield Reaction SMILES: [Br:1][C:2]1[C:19]2[C:20]3[C:5]([C:6]4[C:21]5[C:10]6=[C:11]([C:22](O[C:25](=[O:26])[C:9]6=[CH:8][CH:7]=4)=[O:23])[CH:12]=[CH:13][C:14]=5[C:15]=3[CH:16]=[CH:17][CH:18]=2)=[CH:4][CH:3]=1.[CH2:27]([CH:34]([NH2:42])[CH2:35][CH2:36][CH2:37][CH2:38][CH2:39][CH2:40][CH3:41])[CH2:28][CH2:29][CH2:30][CH2:31][CH2:32][CH3:33]>CN1CCCC1=O.C(O)(=O)C>[CH2:27]([CH:34]([N:42]1[C:25](=[O:26])[C:9]2[C:8]3[C:7]4[C:6](=[CH:21][CH:10]=2)[C:5]2[C:20]5[C:19]([C:2]([Br:1])=[CH:3][CH:4]=2)=[CH:18][CH:17]=[CH:16][C:15]=5[C:14]=4[CH:13]=[CH:12][C:11]=3[C:22]1=[O:23])[CH2:35][CH2:36][CH2:37][CH2:38][CH2:39][CH2:40][CH3:41])[CH2:28][CH2:29][CH2:30][CH2:31][CH2:32][CH3:33]. Starting materials: BrC1=CC=C2C3=CC=C4C5=C(C=CC(C=6C=CC=C1C26)=C53)C(=O)OC4=O (9-bromoperylene-3,4-dicarboxylic anhydride), C(CCCCCC)C(CCCCCCC)N (1-heptyloctylamine). Reaction conditions: temperature 135 celsius. Product: C(CCCCCC)C(CCCCCCC)N1C(=O)C=2C=CC=3C=4C=CC=C5C(=CC=C(C6=CC=C(C2C63)C1=O)C54)Br (N-(1-heptyloctyl)-9-bromoperylene-3,4-dicarboximide). The solvent is CN1C(CCC1)=O (N-methylpyrrolidone), C(C)(=O)O (acetic acid). Procedure details: Under protective gas, a mixture of 3 g (7.48 mmol) of 9-bromoperylene-3,4-dicarboxylic anhydride and 8 g (35 mmol) of 1-heptyloctylamine in 150 ml of N-methylpyrrolidone and 3 ml of acetic acid was heated to 135° C. for 20 h.